The task is: describe an organic reaction: reactants, conditions, products, and yield. This data is from the Open Reaction Database (ORD), a public repository of structured organic reaction records. As a reaction SMILES: [CH2:20]1[CH2:23][CH2:22][CH2:21][O:24]1.[Cl-:10].[ClH:19].[c:11]1([CH3:18])[cH:12][c:13]([Mg+:17])[cH:14][cH:15][cH:16]1.[c:1]1([CH3:9])[cH:2][c:3]([C:7]#[N:8])[cH:4][cH:5][cH:6]1>>[c:1]1([CH3:9])[cH:2][c:3]([C:7]([c:13]2[cH:12][c:11]([CH3:18])[cH:16][cH:15][cH:14]2)=[O:24])[cH:4][cH:5][cH:6]1. Starting materials: C1CCOC1, [Cl-], Cl, Cc1cccc([Mg+])c1, Cc1cccc(C#N)c1. Yields the product Cc1cccc(C(=O)c2cccc(C)c2)c1.